Dataset: the Open Reaction Database (ORD), a public repository of structured organic reaction records. Task: describe an organic reaction: reactants, conditions, products, and yield Reactants: CO, ClCCl, O=C(OI(OC(=O)C(F)(F)F)c1ccccc1)C(F)(F)F, I, CCc1cc(N)cc(CC)n1. The product is CCc1cc(N)c(I)c(CC)n1. Reaction SMILES: [CH3:37][OH:38].[Cl:34][CH2:35][Cl:36].[F:13][C:14]([F:15])([F:16])[C:17]([O:19][I:18]([c:20]1[cH:21][cH:22][cH:23][cH:24][cH:25]1)[O:26][C:27](=[O:28])[C:29]([F:30])([F:31])[F:32])=[O:33].[I:12].[NH2:1][c:2]1[cH:3][c:4]([CH2:10][CH3:11])[n:5][c:6]([CH2:8][CH3:9])[cH:7]1>>[NH2:1][c:2]1[cH:3][c:4]([CH2:10][CH3:11])[n:5][c:6]([CH2:8][CH3:9])[c:7]1[I:18]. Starting materials: NCC(=O)NCC(=O)O (glycylglycine), ClC(C(=O)C(F)(F)F)(Cl)Cl (trichlorotrifluoroacetone), ice water. Run in CS(=O)C (dimethyl sulfoxide). Run at time 24 hour. The product is FC(C(=O)NCC(=O)NCC(=O)O)(F)F (N-trifluoroacetylglycylglycine). Yield: 42.5%. Reaction SMILES: [NH2:1][CH2:2][C:3]([NH:5][CH2:6][C:7]([OH:9])=[O:8])=[O:4].ClC(Cl)(Cl)[C:12]([C:14]([F:17])([F:16])[F:15])=[O:13]>CS(C)=O>[F:15][C:14]([F:17])([F:16])[C:12]([NH:1][CH2:2][C:3]([NH:5][CH2:6][C:7]([OH:9])=[O:8])=[O:4])=[O:13]. Procedure details: A mixture of 7.85 mmol of glycylglycine, 15 ml of dimethyl sulfoxide and 24 mmol of sym-trichlorotrifluoroacetone was stirred at room temperature for 24 hours in a flask protected from atmospheric moisture. The reaction mixture was then poured into 50 ml of ice water and the resultant mixture was extracted thrice with n-butanol and chromatographed on a column packed with silica gel. N-trifluoroacetylglycylglycine, melting at 184.7°-185.0° C., was obtained in a yield of 42.5 percent. Reactants: C=CCc1cc(C(=O)c2ccc(Cl)c(S(=O)(=O)N=CN(C)C)c2)c(Cl)c(Cl)c1O, ClCCl, O=C(OO)c1cccc(Cl)c1. Product: CN(C)C=NS(=O)(=O)c1cc(C(=O)c2cc3c(c(Cl)c2Cl)OC(CO)C3)ccc1Cl. RXN SMILES: [CH2:1]([CH:2]=[CH2:3])[c:4]1[c:5]([OH:29])[c:6]([Cl:28])[c:7]([Cl:27])[c:8]([C:9](=[O:10])[c:11]2[cH:12][c:13]([S:18](=[O:19])(=[O:20])[N:21]=[CH:22][N:23]([CH3:24])[CH3:25])[c:14]([Cl:17])[cH:15][cH:16]2)[cH:26]1.[CH2:41]([Cl:42])[Cl:43].[Cl:30][c:31]1[cH:32][cH:33][cH:34][c:35]([C:36]([O:37][OH:39])=[O:38])[cH:40]1>>[CH2:1]1[CH:2]([CH2:3][OH:38])[O:29][c:5]2[c:4]1[cH:26][c:8]([C:9](=[O:10])[c:11]1[cH:12][c:13]([S:18](=[O:19])(=[O:20])[N:21]=[CH:22][N:23]([CH3:24])[CH3:25])[c:14]([Cl:17])[cH:15][cH:16]1)[c:7]([Cl:27])[c:6]2[Cl:28]. Starting materials: CCCC(NC(=O)C1C2CCCC2CN1C(=O)OC(C)(C)C)C(O)C(=O)NC1CC1, ClCCl, O=C(O)C(F)(F)F. Yields the product CCCC(NC(=O)C1NCC2CCCC21)C(O)C(=O)NC1CC1. Reaction SMILES: [CH:1]1([NH:4][C:5]([CH:6]([CH:7]([CH2:8][CH2:9][CH3:10])[NH:11][C:12](=[O:13])[CH:14]2[N:15]([C:22]([O:23][C:24]([CH3:25])([CH3:26])[CH3:27])=[O:28])[CH2:16][CH:17]3[CH:18]2[CH2:19][CH2:20][CH2:21]3)[OH:29])=[O:30])[CH2:2][CH2:3]1.[Cl:38][CH2:39][Cl:40].[F:31][C:32]([F:33])([F:34])[C:35]([OH:36])=[O:37]>>[CH:1]1([NH:4][C:5]([CH:6]([CH:7]([CH2:8][CH2:9][CH3:10])[NH:11][C:12](=[O:13])[CH:14]2[NH:15][CH2:16][CH:17]3[CH:18]2[CH2:19][CH2:20][CH2:21]3)[OH:29])=[O:30])[CH2:2][CH2:3]1.